This data is from the Open Reaction Database (ORD), a public repository of structured organic reaction records. The task is: describe an organic reaction: reactants, conditions, products, and yield The reactants are CCOC(=O)C1(c2ccc(-c3ccc(-c4onc(C)c4N)cc3)cc2)CC1, CC(=O)CCc1ccccc1. Yields the product CCOC(=O)C1(c2ccc(-c3ccc(-c4onc(C)c4NC(C)CCc4ccccc4)cc3)cc2)CC1. As a reaction SMILES: [CH2:1]([CH3:2])[O:3][C:4](=[O:5])[C:6]1([c:9]2[cH:10][cH:11][c:12](-[c:15]3[cH:16][cH:17][c:18](-[c:21]4[c:22]([NH2:27])[c:23]([CH3:26])[n:24][o:25]4)[cH:19][cH:20]3)[cH:13][cH:14]2)[CH2:7][CH2:8]1.[CH2:28]([c:29]1[cH:30][cH:31][cH:32][cH:33][cH:34]1)[CH2:35][C:36]([CH3:37])=[O:38]>>[CH2:1]([CH3:2])[O:3][C:4](=[O:5])[C:6]1([c:9]2[cH:10][cH:11][c:12](-[c:15]3[cH:16][cH:17][c:18](-[c:21]4[c:22]([NH:27][CH:36]([CH2:35][CH2:28][c:29]5[cH:30][cH:31][cH:32][cH:33][cH:34]5)[CH3:37])[c:23]([CH3:26])[n:24][o:25]4)[cH:19][cH:20]3)[cH:13][cH:14]2)[CH2:7][CH2:8]1. Reactants: ClCCl, COC(=O)c1ccc2c(c1)Sc1ccccc1CC2, [Ca+2], O=C(OO)c1cccc(Cl)c1, [OH-], [OH-]. Product: COC(=O)c1ccc2c(c1)S(=O)c1ccccc1CC2. As a reaction SMILES: [CH2:23]([Cl:24])[Cl:25].[CH3:1][O:2][C:3](=[O:4])[c:5]1[cH:6][cH:7][c:8]2[c:9]([cH:19]1)[S:10][c:11]1[c:12]([cH:15][cH:16][cH:17][cH:18]1)[CH2:13][CH2:14]2.[Ca+2:21].[Cl:26][c:27]1[cH:28][cH:29][cH:30][c:31]([C:32]([O:33][OH:34])=[O:35])[cH:36]1.[OH-:20].[OH-:22]>>[CH3:1][O:2][C:3](=[O:4])[c:5]1[cH:6][cH:7][c:8]2[c:9]([cH:19]1)[S:10](=[O:20])[c:11]1[c:12]([cH:15][cH:16][cH:17][cH:18]1)[CH2:13][CH2:14]2. Starting materials: NC1=NC(=C(C2=C1N=C(N2CCCCNC(C)=O)CCC)C)C (N-[4-(4-amino-6,7-dimethyl-2-propyl-1H-imidazo[4,5-c]pyridin-1-yl)butyl]acetamide), Cl (hydrochloric acid), Cl (hydrochloric acid). Conditions: temperature 100 celsius. Yields the product NCCCCN1C(=NC=2C(=NC(=C(C21)C)C)N)CCC (1-(4-aminobutyl)-6,7-dimethyl-2-propyl-1H-imidazo[4,5-c]pyridin-4-amine). RXN SMILES: [NH2:1][C:2]1[C:7]2[N:8]=[C:9]([CH2:19][CH2:20][CH3:21])[N:10]([CH2:11][CH2:12][CH2:13][CH2:14][NH:15]C(=O)C)[C:6]=2[C:5]([CH3:22])=[C:4]([CH3:23])[N:3]=1.Cl>>[NH2:15][CH2:14][CH2:13][CH2:12][CH2:11][N:10]1[C:6]2[C:5]([CH3:22])=[C:4]([CH3:23])[N:3]=[C:2]([NH2:1])[C:7]=2[N:8]=[C:9]1[CH2:19][CH2:20][CH3:21]. Procedure details: N-[4-(4-amino-6,7-dimethyl-2-propyl-1H-imidazo[4,5-c]pyridin-1-yl)butyl]acetamide was combined with 6 N hydrochloric acid (75 mL) in a pressure vessel. The vessel was sealed and then heated at 100° C. overnight. An additional 1 mL of 6 N hydrochloric acid was added and heating was continued for 6 more hours. The reaction mixture was allowed to cool to ambient temperature overnight and then it was extracted with ethyl acetate (×2). The aqueous layer was cooled in an ice bath, made basic (pH 13) w... The reactants are N (NH3), N1[C@H](C(=O)N[C@@H](CC2=CNC=N2)C(=O)N2[C@H](C(=O)N[C@@H](CC3=CC=CC=C3)C(=O)N[C@@H](CC3=CNC=N3)C(=O)N[C@@H](CC(C)C)[C@@H](O)CC(=O)N[C@@H]([C@@H](C)CC)C(=O)N[C@@H](CC3=CNC=N3)C(=O)N[C@@H](CCCCN)C(=O)OC)CCC2)CCC1 (H-Pro-His-Pro-Phe-His-Sta-Ile-His-Lys-OMe), C(=O)(C(F)(F)F)O (TFA), N (NH3), aqueous solution. The solvent is O (H2O). Reaction conditions: time 40 minute. The product is N1[C@H](C(=O)N[C@@H](CC2=CNC=N2)C(=O)N2[C@H](C(=O)N[C@@H](CC3=CC=CC=C3)C(=O)N[C@@H](CC3=CNC=N3)C(=O)N[C@@H](CC(C)C)[C@@H](O)CC(=O)N[C@@H]([C@@H](C)CC)C(=O)N[C@@H](CC3=CNC=N3)C(=O)N[C@@H](CCCCN)C(=O)O)CCC2)CCC1 (H-Pro-His-Pro-Phe-His-Sta-Ile-His-Lys-OH). As a reaction SMILES: [NH:1]1[CH2:85][CH2:84][CH2:83][C@H:2]1[C:3]([NH:5][C@H:6]([C:13]([N:15]1[CH2:82][CH2:81][CH2:80][C@H:16]1[C:17]([NH:19][C@H:20]([C:28]([NH:30][C@H:31]([C:38]([NH:40][C@H:41]([C@H:46]([CH2:48][C:49]([NH:51][C@H:52]([C:57]([NH:59][C@H:60]([C:67]([NH:69][C@H:70]([C:76]([O:78]C)=[O:77])[CH2:71][CH2:72][CH2:73][CH2:74][NH2:75])=[O:68])[CH2:61][C:62]1[N:66]=[CH:65][NH:64][CH:63]=1)=[O:58])[C@H:53]([CH2:55][CH3:56])[CH3:54])=[O:50])[OH:47])[CH2:42][CH:43]([CH3:45])[CH3:44])=[O:39])[CH2:32][C:33]1[N:37]=[CH:36][NH:35][CH:34]=1)=[O:29])[CH2:21][C:22]1[CH:27]=[CH:26][CH:25]=[CH:24][CH:23]=1)=[O:18])=[O:14])[CH2:7][C:8]1[N:12]=[CH:11][NH:10][CH:9]=1)=[O:4].C(O)(C(F)(F)F)=O.N>O>[NH:1]1[CH2:85][CH2:84][CH2:83][C@H:2]1[C:3]([NH:5][C@H:6]([C:13]([N:15]1[CH2:82][CH2:81][CH2:80][C@H:16]1[C:17]([NH:19][C@H:20]([C:28]([NH:30][C@H:31]([C:38]([NH:40][C@H:41]([C@H:46]([CH2:48][C:49]([NH:51][C@H:52]([C:57]([NH:59][C@H:60]([C:67]([NH:69][C@H:70]([C:76]([OH:78])=[O:77])[CH2:71][CH2:72][CH2:73][CH2:74][NH2:75])=[O:68])[CH2:61][C:62]1[N:66]=[CH:65][NH:64][CH:63]=1)=[O:58])[C@H:53]([CH2:55][CH3:56])[CH3:54])=[O:50])[OH:47])[CH2:42][CH:43]([CH3:44])[CH3:45])=[O:39])[CH2:32][C:33]1[N:37]=[CH:36][NH:35][CH:34]=1)=[O:29])[CH2:21][C:22]1[CH:23]=[CH:24][CH:25]=[CH:26][CH:27]=1)=[O:18])=[O:14])[CH2:7][C:8]1[N:12]=[CH:11][NH:10][CH:9]=1)=[O:4]. Reported procedure: 370 mg of H-Pro-His-Pro-Phe-His-Sta-Ile-His-Lys-OMe×5 TFA are dissolved in 8 ml of H2O. The pH value is increased to 5.0 with 0.3N NH3, whereupon 40 μl of a 1% aqueous solution of trypsin are added and the pH value is maintained constant by means of a pH stat with the addition of 0.3N NH3. The absorption of base is complete after approximately 40 minutes. 1 ml of glacial acetic acid is added, the whole is heated for 2 minutes in a boiling water bath, concentrated to approximately 3 ml and lyophi... The reactants are ClCCCC(=O)C=1SC=CC1 (3-chloropropyl-2-thienyl ketone), C([O-])([O-])=O.[K+].[K+] (potassium carbonate), FC1=CC=C(C=C1)C(OCCN1CCNCC1)C1=CC=C(C=C1)F (1-(2-[bis(4-fluorophenyl)-methoxy]ethyl)piperazine). Solvent: CC(=O)CC(C)C (methylisobutyl ketone). Product: FC1=CC=C(C=C1)C(OCCN1CCN(CC1)CCCC(C=1SC=CC1)=O)C1=CC=C(C=C1)F (1-(2-[bis(4-fluorophenyl)methoxy]ethyl)-4-[4-oxo-4-(2-thienyl)butyl]piperazine). RXN SMILES: [F:1][C:2]1[CH:7]=[CH:6][C:5]([CH:8]([C:18]2[CH:23]=[CH:22][C:21]([F:24])=[CH:20][CH:19]=2)[O:9][CH2:10][CH2:11][N:12]2[CH2:17][CH2:16][NH:15][CH2:14][CH2:13]2)=[CH:4][CH:3]=1.Cl[CH2:26][CH2:27][CH2:28][C:29]([C:31]1[S:32][CH:33]=[CH:34][CH:35]=1)=[O:30].C(=O)([O-])[O-].[K+].[K+]>CC(CC(C)C)=O>[F:1][C:2]1[CH:3]=[CH:4][C:5]([CH:8]([C:18]2[CH:19]=[CH:20][C:21]([F:24])=[CH:22][CH:23]=2)[O:9][CH2:10][CH2:11][N:12]2[CH2:17][CH2:16][N:15]([CH2:26][CH2:27][CH2:28][C:29](=[O:30])[C:31]3[S:32][CH:33]=[CH:34][CH:35]=3)[CH2:14][CH2:13]2)=[CH:6][CH:7]=1 |f:2.3.4|. Reported procedure: A mixture of 1.67 g (0.005 mol) 1-(2-[bis(4-fluorophenyl)-methoxy]ethyl)piperazine, (U.S. Pat. No. 1545094), 1.89 g (0.010 mol) 3-chloropropyl-2-thienyl ketone, 1.52 g (0.011 mol) potassium carbonate and 30 ml methylisobutyl ketone was stirred and heated to reflux for 45 h. The reaction mixture was then evaporated in vacuo. The residue was redissolved in dichloromethane (1 00 ml) and washed twice with water (100 ml). The organic layer was then separated and dried with sodium sulfate. Evaporation... Reactants: Cl (hydrochloride), C1(=CC=CC=C1)C1(C(C1)CN1CCOCC1)C(=O)OCC (1-phenyl 1-ethoxycarbonyl 2-morpholinomethyl cyclopropane), acid chloride, N (ammonia), Cl (hydrochloric acid). Product: ClC1=CC=C(C=C1)C1(C(C1)CN)C(=O)N (1-p-chlorophenyl 1-aminocarbonyl 2-aminomethyl cyclopropane). RXN SMILES: [ClH:1].[C:2]1([C:8]2([C:18]([O:20]CC)=O)[CH2:10][CH:9]2[CH2:11][N:12]2CCOCC2)[CH:7]=[CH:6][CH:5]=[CH:4][CH:3]=1.[NH3:23]>>[Cl:1][C:5]1[CH:6]=[CH:7][C:2]([C:8]2([C:18]([NH2:23])=[O:20])[CH2:10][CH:9]2[CH2:11][NH2:12])=[CH:3][CH:4]=1. Procedure details: In a manner similar to that described in Example 1, but hydrolyzing the hydrochloride of 1-p-chlorophenyl 1-ethoxycarbonyl 2-aminomethyl cyclopropane (Z) and then treating the intermediate acid chloride with ammonia and salifying with hydrochloric acid, there is obtained the product of the formula ##STR16## Reactants: C=1C=CC2=C(C1)N=NN2O (HOBT), CCN=C=NCCCN(C)C (WSC), CN1CCOCC1 (NMM), C1=CC=C(C=C1)C[C@H](C(=O)O)NC(=O)OCC2=CC=CC=C2 (Z-D-phenylalanine). Solvent: CN(C)C=O (DMF). Run at time 16 hour. Yields the product C1(C=2C(C(N1)=O)=CC=CC2)=O (phthalimide). The yield is 329.0%. Reaction SMILES: C1C=CC(C[C@@H](NC([O:15][CH2:16][C:17]2[CH:22]=[CH:21][CH:20]=[CH:19][CH:18]=2)=O)C(O)=O)=CC=1.C1C=C[C:26]2[N:31](O)N=NC=2C=1.CCN=C=NCCCN(C)C.CN1CC[O:48]CC1>CN(C=O)C>[C:16]1(=[O:15])[NH:31][C:26](=[O:48])[C:18]2=[CH:19][CH:20]=[CH:21][CH:22]=[C:17]12. Procedure details: Part A BOC derivative (2.27 g, 4.567 mmol) was dissolved in dichloromethane (10 mL) and TFA (30 mL) and stirred at RT 2.5 hours. The TFA was removed by distillation under reduced pressure and by coevaporation with toluene to give the TFA salt of the amine. This and Z-D-phenylalanine (1.50 g, 5.02 mmol)were dissolved in DMF (20 mL) at RT. HOBT (680 mg, 5.02 mmol), WSC (965 mg, 5.02 mmol) and NMM (1.1 mL, 10 mmol) were added. The reaction was stirred for 16 h, partitioned between ethyl acetate (70... Starting materials: NC1CNCC1 (3-aminopyrrolidine), C(C(C)(C)C)=O (pivalaldehyde). Solvent: C1(=CC=CC=C1)C (toluene), C1(=CC=CC=C1)C (toluene). Reaction conditions: time 2 hour. The product is CC(C=NC1CNCC1)(C)C (3-(2,2-dimethylpropylideneamino)-pyrrolidine). The yield is 74.0%. As a reaction SMILES: [NH2:1][CH:2]1[CH2:6][CH2:5][NH:4][CH2:3]1.[CH:7](=O)[C:8]([CH3:11])([CH3:10])[CH3:9]>C1(C)C=CC=CC=1>[CH3:7][C:8]([CH3:11])([CH3:10])[CH:9]=[N:1][CH:2]1[CH2:6][CH2:5][NH:4][CH2:3]1. Reported procedure: 34.5 g (0.4 mol) of 3-aminopyrrolidine are initially introduced into 100 ml of toluene, and 34.5 g (0.3 mol) of 75% strength pivalaldehyde (preparation from Riedel-de-Haen) in 100 ml of toluene are added dropwise at 20° C., while cooling in a water bath. The mixture is subsequently stirred at room temperature for 2 hours, the aqueous phase is then separated off in a separating funnel (4.6 ml) and the toluene solution is dried over sodium sulphate for 1 hour. The toluene is separated off on a rot... Reactants: C1(CC1)N (Cyclopropylamine), C(#N)C=1C=C2C(=CC=NC2=CC1OCCCC(=O)O)OC1=CC(=C(C=C1)NC(=O)NC1=CC=C(C=C1)F)F (N-(4-(6-Cyano-7-(3-carboxypropoxy)-4-quinolyl)oxy-2-fluorophenyl)-N′-(4-fluorophenyl)urea), C(C)N=C=NCCCN(C)C (1-ethyl-3-(3-dimethylaminopropyl)-carbodiimide), ON1N=NC2=C1C=CC=C2 (1-hydroxy-1H-benzotriazole), O.[OH-].[Na+] (sodium hydroxide water). Solvent: CN(C=O)C (dimethylformamide). The product is C(#N)C=1C=C2C(=CC=NC2=CC1OCCCC(=O)NC1CC1)OC1=CC(=C(C=C1)NC(=O)NC1=CC=C(C=C1)F)F (N-(4-(6-Cyano-7-(3-((cyclopropylamino)carbonyl)propoxy)-4-quinolyl)oxy-2-fluorophenyl)-N′-(4-fluorophenyl)urea). Reaction SMILES: [C:1]([C:3]1[CH:4]=[C:5]2[C:10](=[CH:11][C:12]=1[O:13][CH2:14][CH2:15][CH2:16][C:17](O)=[O:18])[N:9]=[CH:8][CH:7]=[C:6]2[O:20][C:21]1[CH:26]=[CH:25][C:24]([NH:27][C:28]([NH:30][C:31]2[CH:36]=[CH:35][C:34]([F:37])=[CH:33][CH:32]=2)=[O:29])=[C:23]([F:38])[CH:22]=1)#[N:2].C(N=C=NCCCN(C)C)C.ON1C2C=CC=CC=2N=N1.[CH:60]1([NH2:63])[CH2:62][CH2:61]1.O.[OH-].[Na+]>CN(C)C=O>[C:1]([C:3]1[CH:4]=[C:5]2[C:10](=[CH:11][C:12]=1[O:13][CH2:14][CH2:15][CH2:16][C:17]([NH:63][CH:60]1[CH2:62][CH2:61]1)=[O:18])[N:9]=[CH:8][CH:7]=[C:6]2[O:20][C:21]1[CH:26]=[CH:25][C:24]([NH:27][C:28]([NH:30][C:31]2[CH:32]=[CH:33][C:34]([F:37])=[CH:35][CH:36]=2)=[O:29])=[C:23]([F:38])[CH:22]=1)#[N:2] |f:4.5.6|. Procedure details: N-(4-(6-Cyano-7-(3-carboxypropoxy)-4-quinolyl)oxy-2-fluorophenyl)-N′-(4-fluorophenyl)urea (100 mg) was dissolved in dimethylformamide (3 ml), and then 1-ethyl-3-(3-dimethylaminopropyl)-carbodiimide (44 mg) and 1-hydroxy-1H-benzotriazole (35 mg) were added while stirring on ice and the mixture was stirred at room temperature for 30 minutes. Cyclopropylamine (16 μl) was then added and the mixture was stirred at room temperature for 18 hours. After completion of the reaction, the reaction solution ...